Dataset: the Open Reaction Database (ORD), a public repository of structured organic reaction records. Task: describe an organic reaction: reactants, conditions, products, and yield Reactants: COC1=CC=C(C=C1)C1=NCC(NC2=C1C=CC=C2)=O (1,3-dihydro-5-(4-methoxyphenyl)-2H-1,4-benzodiazepin-2-one), C1(CCCCC1)C1=NCC(NC2=C1C=CC=C2)=O (5-cyclohexyl-1,3-dihydro-2H-1,4-benzodiazepin-2-one), [N+](=O)([O-])C=1C=CC2=C(C(=NCC(N2C)=O)C2=CC=CC=C2)C1 (7-nitro-1,3-dihydro-1-methyl-5-phenyl-2H-1,4-benzodiazepin-2-one), ClC=1C=CC2=C(C(=NC(C(N2)=O)C2=CC=C(C=C2)O)C2=CC=CC=C2)C1 (7-chloro-1,3-dihydro-3-(4-hydroxyphenyl)-5-phenyl-2H-1,4-benzodiazepin-2-one), COC1=CC=C(C=C1)C1=NC(C(NC2=C1C=CC=C2)=O)C2=CC=C(C=C2)O (1,3-dihydro-5-(4-methoxyphenyl)-3-(4-hydroxyphenyl)-2H-1,4-benzodiazepin-2-one), OC1=CC=C(C=C1)C1C(NC2=C(C(=N1)C1=CC=CC=C1)C=CC=C2)=O (1,3-dihydro-3-(4-hydroxyphenyl)-5-phenyl-2H-1,4-benzodiazepin-2-one), [N+](=O)([O-])C=1C=CC2=C(C(=NCC(N2)=O)C2=CC=CC=C2)C1 (1,3-dihydro-7-nitro-5-phenyl-2H-1,4-benzodiazepin-2-one), C(C)(C)N1C(CN=CC2=C1C=CC=C2C)=O (1,3-dihydro-1-isopropyl-6-methyl-2H-1,4-benzodiazepin-2-one), S1C(=CC=C1)C1=NCC(NC2=C1C=CC=C2)=O (1,3-dihydro-5-(2-thienyl)-2H-1,4-benzodiazepin-2-one). Product: ClC=1C=CC2=C(C(=NCC(N2)=O)C2=CC=CC=C2)C1 (7-chloro-1,3-dihydro-5-phenyl-2H-1,4-benzodiazepin-2-one). RXN SMILES: CO[C:3]1[CH:8]=[CH:7][C:6]([C:9]2[C:15]3[CH:16]=[CH:17][CH:18]=[CH:19][C:14]=3[NH:13][C:12](=[O:20])[CH2:11][N:10]=2)=[CH:5][CH:4]=1.[N+](C1C=CC2NC(=O)CN=C(C3C=CC=CC=3)C=2C=1)([O-])=O.C(N1C2C=CC=C(C)C=2C=NCC1=O)(C)C.[N+](C1C=CC2N(C)C(=O)CN=C(C3C=CC=CC=3)C=2C=1)([O-])=O.C1(C2C3C=CC=CC=3NC(=O)CN=2)CCCCC1.S1C=CC=C1C1C2C=CC=CC=2NC(=O)CN=1.OC1C=CC(C2N=C(C3C=CC=CC=3)C3C=CC=CC=3NC2=O)=CC=1.[Cl:140]C1C=CC2NC(=O)C(C3C=CC(O)=CC=3)N=C(C3C=CC=CC=3)C=2C=1.COC1C=CC(C2C3C=CC=CC=3NC(=O)C(C3C=CC(O)=CC=3)N=2)=CC=1>>[Cl:140][C:17]1[CH:18]=[CH:19][C:14]2[NH:13][C:12](=[O:20])[CH2:11][N:10]=[C:9]([C:6]3[CH:7]=[CH:8][CH:3]=[CH:4][CH:5]=3)[C:15]=2[CH:16]=1. Procedure: 1,3-dihydro-5-(4-methoxyphenyl)-2H-1,4-benzodiazepin-2-one; 1,3-dihydro-7-nitro-5-phenyl-2H-1,4-benzodiazepin-2-one; 1,3-dihydro-1-isopropyl-6-methyl-2H-1,4-benzodiazepin-2-one; 7-nitro-1,3-dihydro-1-methyl-5-phenyl-2H-1,4-benzodiazepin-2-one; 5-cyclohexyl-1,3-dihydro-2H-1,4-benzodiazepin-2-one; 1,3-dihydro-5-(2-thienyl)-2H-1,4-benzodiazepin-2-one; 1,3-dihydro-3-(4-hydroxyphenyl)-5-phenyl-2H-1,4-benzodiazepin-2-one; 7-chloro-1,3-dihydro-3-(4-hydroxyphenyl)-5-phenyl-2H-1,4-benzodiazepin-2-one; 1,... Reactants: CCO, CCOC(C)=O, O=C(Nc1ccc(Oc2cc(Cl)ncn2)cc1)Nc1ccc(Cl)c(C(F)(F)F)c1, N, O. Yields the product Nc1cc(Oc2ccc(NC(=O)Nc3ccc(Cl)c(C(F)(F)F)c3)cc2)ncn1. RXN SMILES: [CH3:31][CH2:32][OH:33].[CH3:35][CH2:36][O:37][C:38]([CH3:39])=[O:40].[Cl:1][c:2]1[n:3][cH:4][n:5][c:6]([O:8][c:9]2[cH:10][cH:11][c:12]([NH:15][C:16](=[O:17])[NH:18][c:19]3[cH:20][c:21]([C:26]([F:27])([F:28])[F:29])[c:22]([Cl:25])[cH:23][cH:24]3)[cH:13][cH:14]2)[cH:7]1.[NH3:30].[OH2:34]>>[c:2]1([NH2:30])[n:3][cH:4][n:5][c:6]([O:8][c:9]2[cH:10][cH:11][c:12]([NH:15][C:16](=[O:17])[NH:18][c:19]3[cH:20][c:21]([C:26]([F:27])([F:28])[F:29])[c:22]([Cl:25])[cH:23][cH:24]3)[cH:13][cH:14]2)[cH:7]1. Yields the product CC(C)(C)OC(=O)N1CCN(Cc2ccc3[nH]c(-c4n[nH]cc4NC(=O)c4c(F)cccc4F)nc3c2)CC1. RXN SMILES: [C:28]([CH3:29])([CH3:30])([CH3:31])[O:32][C:33](=[O:34])[N:35]1[CH2:36][CH2:37][NH:38][CH2:39][CH2:40]1.[C:41]([O:42][BH-:43]([O:44][C:45](=[O:46])[CH3:47])[O:48][C:49](=[O:50])[CH3:51])(=[O:52])[CH3:53].[CH2:57]1[O:58][CH2:59][CH2:60][CH2:61]1.[CH3:55][OH:56].[CH3:62][CH2:63][O:64][C:65]([CH3:66])=[O:67].[F:1][c:2]1[c:3]([C:4](=[O:5])[NH:6][c:7]2[c:8](-[c:12]3[n:13][c:14]4[c:15]([nH:16]3)[cH:17][cH:18][c:19]([CH:21]=[O:22])[cH:20]4)[n:9][nH:10][cH:11]2)[c:23]([F:27])[cH:24][cH:25][cH:26]1.[Na+:54]>>[F:1][c:2]1[c:3]([C:4](=[O:5])[NH:6][c:7]2[c:8](-[c:12]3[n:13][c:14]4[c:15]([nH:16]3)[cH:17][cH:18][c:19]([CH2:21][N:38]3[CH2:37][CH2:36][N:35]([C:33]([O:32][C:28]([CH3:29])([CH3:30])[CH3:31])=[O:34])[CH2:40][CH2:39]3)[cH:20]4)[n:9][nH:10][cH:11]2)[c:23]([F:27])[cH:24][cH:25][cH:26]1. Reactants: CC(C)(C)OC(=O)N1CCNCC1, CC(=O)O[BH-](OC(C)=O)OC(C)=O, C1CCOC1, CO, CCOC(C)=O, O=Cc1ccc2[nH]c(-c3n[nH]cc3NC(=O)c3c(F)cccc3F)nc2c1, [Na+]. Starting materials: CN(C)C=O, CC1(C)SC2C(NC=O)C(=O)N2C1C(=O)[O-], O=[N+]([O-])c1ccc(CBr)cc1, [Na+]. Yields the product CC1(C)SC2C(NC=O)C(=O)N2C1C(=O)OCc1ccc([N+](=O)[O-])cc1. RXN SMILES: [CH3:29][N:30]([CH3:31])[CH:32]=[O:33].[CH:1](=[O:2])[NH:3][CH:4]1[CH:5]2[N:6]([CH:7]([C:12](=[O:13])[O-:14])[C:8]([CH3:10])([CH3:11])[S:9]2)[C:15]1=[O:16].[N+:18](=[O:19])([O-:20])[c:21]1[cH:22][cH:23][c:24]([CH2:25][Br:26])[cH:27][cH:28]1.[Na+:17]>>[CH:1](=[O:2])[NH:3][CH:4]1[CH:5]2[N:6]([CH:7]([C:12](=[O:13])[O:14][CH2:25][c:24]3[cH:23][cH:22][c:21]([N+:18](=[O:19])[O-:20])[cH:28][cH:27]3)[C:8]([CH3:10])([CH3:11])[S:9]2)[C:15]1=[O:16]. The reagents and catalysts are [Pd] (Pd/C). Product: CN(C(=O)C1=CC2=C(N=C(N2COCC[Si](C)(C)C)C)C(=C1)O)C (7-Hydroxy-2-methyl-(2-trimethylsilanyl-ethoxymethyl)-3H-benzimidazole-5-carboxylic Acid Dimethylamide). Reactants: CN(C(=O)C1=CC2=C(N=C(N2COCC[Si](C)(C)C)C)C(=C1)OCC1=CC=CC=C1)C (7-benzyloxy-2-methyl-3-(2-trimethylsilanyl-ethoxymethyl)-3H-benzo-imidazole-5-carboxylic acid dimethylamide). Yield: 89.6%. Reaction SMILES: [CH3:1][N:2]([CH3:31])[C:3]([C:5]1[CH:22]=[C:21]([O:23]CC2C=CC=CC=2)[C:8]2[N:9]=[C:10]([CH3:20])[N:11]([CH2:12][O:13][CH2:14][CH2:15][Si:16]([CH3:19])([CH3:18])[CH3:17])[C:7]=2[CH:6]=1)=[O:4]>C(O)C.[Pd]>[CH3:31][N:2]([CH3:1])[C:3]([C:5]1[CH:22]=[C:21]([OH:23])[C:8]2[N:9]=[C:10]([CH3:20])[N:11]([CH2:12][O:13][CH2:14][CH2:15][Si:16]([CH3:17])([CH3:18])[CH3:19])[C:7]=2[CH:6]=1)=[O:4]. Procedure details: A solution of 3.6 g (8.3 mmol) 7-benzyloxy-2-methyl-3-(2-trimethylsilanyl-ethoxymethyl)-3H-benzo-imidazole-5-carboxylic acid dimethylamide in 400 ml ethanol was hydrogenated over 365 mg 10% Pd/C at room temperature for 1 h. The catalyst was filtered off and the filtrate was concentrated in vacuo. The residue was crystallized from diisopropyl ether to afford 2.6 g (89%) of the title compound as a while solid. m.p. 150°-151° C. Solvent: C(C)O (ethanol). The reactants are CCSCC(O)(C(=O)Nc1ccc(C#N)c(C(F)(F)F)c1)C(F)(F)F, CO, [O-][I+3]([O-])([O-])[O-], [Na+], O. Reaction SMILES: [C:7](#[N:8])[c:9]1[c:10]([C:28]([F:29])([F:30])[F:31])[cH:11][c:12]([NH:13][C:14]([C:15]([CH2:16][S:17][CH2:18][CH3:19])([C:20]([F:21])([F:22])[F:23])[OH:24])=[O:25])[cH:26][cH:27]1.[CH3:33][OH:34].[I+3:1]([O-:2])([O-:3])([O-:4])[O-:5].[Na+:6].[OH2:32]>>[O:2]=[S:17]([CH2:16][C:15]([C:14]([NH:13][c:12]1[cH:11][c:10]([C:28]([F:29])([F:30])[F:31])[c:9]([C:7]#[N:8])[cH:27][cH:26]1)=[O:25])([C:20]([F:21])([F:22])[F:23])[OH:24])[CH2:18][CH3:19]. The product is CCS(=O)CC(O)(C(=O)Nc1ccc(C#N)c(C(F)(F)F)c1)C(F)(F)F. Starting materials: Cl, C1COCCO1, COc1cc(C(=O)c2cccc(NC(=O)NCC3CSC(c4cccnc4)N3C(=O)OC(C)(C)C)c2)cc(OC)c1OC. The product is COc1cc(C(=O)c2cccc(NC(=O)NCC3CSC(c4cccnc4)N3)c2)cc(OC)c1OC. Reaction SMILES: [ClH:44].[O:45]1[CH2:46][CH2:47][O:48][CH2:49][CH2:50]1.[n:1]1[cH:2][c:3]([CH:7]2[S:8][CH2:9][CH:10]([CH2:19][NH:20][C:21](=[O:22])[NH:23][c:24]3[cH:25][c:26]([C:30]([c:31]4[cH:32][c:33]([O:41][CH3:42])[c:34]([O:39][CH3:40])[c:35]([O:37][CH3:38])[cH:36]4)=[O:43])[cH:27][cH:28][cH:29]3)[N:11]2[C:12]([O:13][C:14]([CH3:15])([CH3:16])[CH3:17])=[O:18])[cH:4][cH:5][cH:6]1>>[n:1]1[cH:2][c:3]([CH:7]2[S:8][CH2:9][CH:10]([CH2:19][NH:20][C:21](=[O:22])[NH:23][c:24]3[cH:25][c:26]([C:30]([c:31]4[cH:32][c:33]([O:41][CH3:42])[c:34]([O:39][CH3:40])[c:35]([O:37][CH3:38])[cH:36]4)=[O:43])[cH:27][cH:28][cH:29]3)[NH:11]2)[cH:4][cH:5][cH:6]1.